From a dataset of the Open Reaction Database (ORD), a public repository of structured organic reaction records. describe an organic reaction: reactants, conditions, products, and yield The product is N#CCC(O)(c1ccccc1)c1ccccc1. The reactants are [Li]CCCC, CCCCCC, CC#N, Cl, C1CCOC1, O=C(c1ccccc1)c1ccccc1. Reaction SMILES: [CH2:1]([Li:2])[CH2:3][CH2:4][CH3:5].[CH3:24][CH2:25][CH2:26][CH2:27][CH2:28][CH3:29].[CH3:6][C:7]#[N:8].[ClH:23].[O:30]1[CH2:31][CH2:32][CH2:33][CH2:34]1.[O:9]=[C:10]([c:11]1[cH:12][cH:13][cH:14][cH:15][cH:16]1)[c:17]1[cH:18][cH:19][cH:20][cH:21][cH:22]1>>[CH2:6]([C:7]#[N:8])[C:10]([OH:9])([c:11]1[cH:12][cH:13][cH:14][cH:15][cH:16]1)[c:17]1[cH:18][cH:19][cH:20][cH:21][cH:22]1. The reactants are C(C)(C)(C)O (tert-butanol), C(CCC)[Li] (n-butyllithium), C1(=CC(=CC=C1)C(=O)Cl)C (m-Toluoyl chloride). Solvent: O1CCCC1 (tetrahydrofuran). The product is CC=1C=C(C(=O)OC(C)(C)C)C=CC1 (3-Methylbenzoic acid, [1,1-dimethylethyl] ester). Reaction SMILES: [C:1]([OH:5])([CH3:4])([CH3:3])[CH3:2].C([Li])CCC.[C:11]1([CH3:20])[CH:16]=[CH:15][CH:14]=[C:13]([C:17](Cl)=[O:18])[CH:12]=1>O1CCCC1>[CH3:20][C:11]1[CH:12]=[C:13]([CH:14]=[CH:15][CH:16]=1)[C:17]([O:5][C:1]([CH3:4])([CH3:3])[CH3:2])=[O:18]. Procedure details: To a solution of tert-butanol (12.2 ml) in tetrahydrofuran (300 ml) at 0° C. was added n-butyllithium (52 ml) dropwise over 10 minutes. m-Toluoyl chloride (20 g) was added and the mixture heated at reflux for 1 hours. The mixture was partitioned between ethyl acetate and water and the organic phase dried (MgSO4) and evaporated. Purified by chromatography eluting with 20% dichloromethane in isohexane. Yield 14.78 g. Used directly in the next step. Reactants: C(C)N(C(CC1=CC=C(OCC2=C(C(=O)OC)C=CC=C2)C=C1)=O)CC1=C(C=CC=C1)F (Methyl 2-[(4-{2-[ethyl(2-fluorobenzyl)amino]-2-oxoethyl}phenoxy)methyl]-benzoate), [OH-].[K+] (potassium hydroxide). Solvent: CCO (EtOH). Product: C(C)N(C(CC1=CC=C(OCC2=C(C(=O)O)C=CC=C2)C=C1)=O)CC1=C(C=CC=C1)F (2-[(4-{2-[ethyl(2-fluorobenzyl)amino]-2-oxoethyl}phenoxy)methyl]benzoic acid). Isolated yield 23.5%. Reaction SMILES: [CH2:1]([N:3]([CH2:25][C:26]1[CH:31]=[CH:30][CH:29]=[CH:28][C:27]=1[F:32])[C:4](=[O:24])[CH2:5][C:6]1[CH:23]=[CH:22][C:9]([O:10][CH2:11][C:12]2[CH:21]=[CH:20][CH:19]=[CH:18][C:13]=2[C:14]([O:16]C)=[O:15])=[CH:8][CH:7]=1)[CH3:2].[OH-].[K+]>CCO>[CH2:1]([N:3]([CH2:25][C:26]1[CH:31]=[CH:30][CH:29]=[CH:28][C:27]=1[F:32])[C:4](=[O:24])[CH2:5][C:6]1[CH:23]=[CH:22][C:9]([O:10][CH2:11][C:12]2[CH:21]=[CH:20][CH:19]=[CH:18][C:13]=2[C:14]([OH:16])=[O:15])=[CH:8][CH:7]=1)[CH3:2] |f:1.2|. Procedure details: Methyl 2-[(4-{2-[ethyl(2-fluorobenzyl)amino]-2-oxoethyl}phenoxy)methyl]-benzoate (0.545 g, 1.251 mmol) was dissolved in EtOH (5 ml) and potassium hydroxide (0.105 g, 1.877 mmol) was added. The reaction was performed in a single node microwave oven (7 min, 150° C.). Workup was by removing the solvent by evaporation, addition of HCl (20 ml, 1 M) and the water phase was washed with two portions of EtOAc (20 ml). The organic phases were pooled and the solvent was removed by evaporation. The crude wa... Starting materials: O[C@@H]1[C@H](C[C@@H]2CC[C@H]3[C@@H]4CC[C@@H]([C@@]4(C)C[C@H]([C@@H]3[C@]2(C1)C)NCCC(C)C)C(=O)OC)O (Methyl 2β,3α-dihydroxy-11α-(3-methylbutylamino)-5α-androstane-17β-carboxylate), OS(=O)(=O)O (H2SO4). Solvent: C1(CCCCC1)O (cyclohexanol). Yields the product O[C@@H]1[C@H](C[C@@H]2CC[C@H]3[C@@H]4CC[C@@H]([C@@]4(C)C[C@H]([C@@H]3[C@]2(C1)C)NCCC(C)C)C(=O)OC1CCCCC1)O (Cyclohexyl 2β,3α-dihydroxy-11α-(3-methylbutylamino)-5α-androstane-17β-carboxylate). The yield is 81.8%. As a reaction SMILES: [OH:1][C@H:2]1[CH2:19][C@@:18]2([CH3:20])[C@@H:5]([CH2:6][CH2:7][C@@H:8]3[C@@H:17]2[C@H:16]([NH:21][CH2:22][CH2:23][CH:24]([CH3:26])[CH3:25])[CH2:15][C@@:13]2([CH3:14])[C@H:9]3[CH2:10][CH2:11][C@@H:12]2[C:27]([O:29][CH3:30])=[O:28])[CH2:4][C@@H:3]1[OH:31].OS(O)(=O)=O>C1(O)CCCCC1>[OH:1][C@H:2]1[CH2:19][C@@:18]2([CH3:20])[C@@H:5]([CH2:6][CH2:7][C@@H:8]3[C@@H:17]2[C@H:16]([NH:21][CH2:22][CH2:23][CH:24]([CH3:26])[CH3:25])[CH2:15][C@@:13]2([CH3:14])[C@H:9]3[CH2:10][CH2:11][C@@H:12]2[C:27]([O:29][CH:30]2[CH2:18][CH2:19][CH2:2][CH2:3][CH2:4]2)=[O:28])[CH2:4][C@@H:3]1[OH:31]. Reported procedure: Methyl 2β,3α-dihydroxy-11α-(3-methylbutylamino)-5α-androstane-17β-carboxylate (410 mg) in cyclohexanol (2.5 ml) was heated at 100° C. with concentrated H2SO4 (0.2 ml) for 24 h. The cooled mixture was concentrated by evaporation and the residue purified by column chromatography using ethyl acetate/ammonia 50:1 to give an oil (194 mg). This was purified further by preparative t.l.c. in ethyl acetate/ammonia 50:1 to give the title compound (40 mg), [α]D +17°, νmax 1725 cm-1. Starting materials: C=CCBr, [H-], [Na+], CN(C)C=O, O=C(CNC(=O)c1cccc(C(F)(F)F)c1)NC1CN(C2CCOCC2)CC1O. The product is C=CCOC1CN(C2CCOCC2)CC1NC(=O)CNC(=O)c1cccc(C(F)(F)F)c1. As a reaction SMILES: [CH2:32]([CH:33]=[CH2:34])[Br:35].[H-:31].[Na+:30].[O:36]=[CH:37][N:38]([CH3:39])[CH3:40].[OH:1][CH:2]1[CH:3]([NH:13][C:14]([CH2:15][NH:16][C:17]([c:18]2[cH:19][c:20]([C:24]([F:25])([F:26])[F:27])[cH:21][cH:22][cH:23]2)=[O:28])=[O:29])[CH2:4][N:5]([CH:7]2[CH2:8][CH2:9][O:10][CH2:11][CH2:12]2)[CH2:6]1>>[O:1]([CH:2]1[CH:3]([NH:13][C:14]([CH2:15][NH:16][C:17]([c:18]2[cH:19][c:20]([C:24]([F:25])([F:26])[F:27])[cH:21][cH:22][cH:23]2)=[O:28])=[O:29])[CH2:4][N:5]([CH:7]2[CH2:8][CH2:9][O:10][CH2:11][CH2:12]2)[CH2:6]1)[CH2:34][CH:33]=[CH2:32]. Reactants: Cc1cnc(N2CCN(C(=O)c3ccc(Br)cn3)CC2)c(C)c1, CC1COC(=O)N1. Yields the product Cc1cnc(N2CCN(C(=O)c3ccc(N4C(=O)OCC4C)cn3)CC2)c(C)c1. Reaction SMILES: [Br:1][c:2]1[cH:3][cH:4][c:5]([C:8](=[O:9])[N:10]2[CH2:11][CH2:12][N:13]([c:16]3[n:17][cH:18][c:19]([CH3:23])[cH:20][c:21]3[CH3:22])[CH2:14][CH2:15]2)[n:6][cH:7]1.[CH3:24][CH:25]1[NH:26][C:27](=[O:30])[O:28][CH2:29]1>>[c:2]1([N:26]2[CH:25]([CH3:24])[CH2:29][O:28][C:27]2=[O:30])[cH:3][cH:4][c:5]([C:8](=[O:9])[N:10]2[CH2:11][CH2:12][N:13]([c:16]3[n:17][cH:18][c:19]([CH3:23])[cH:20][c:21]3[CH3:22])[CH2:14][CH2:15]2)[n:6][cH:7]1. Starting materials: S(O)(O)(=O)=O (sulphuric acid), C(C1=CC=CC=C1)OC(=O)N1C(C(CC1)NC(C(F)(F)F)=O)=O (2-Oxo-3-(2,2,2-trifluoro-acetylamino)-pyrrolidine-1-carboxylic acid benzyl ester), [BH4-].[Na+] (sodium borohydride), C(C)O (ethanol), Cl (hydrogen chloride), C([O-])(O)=O.[Na+] (sodium bicarbonate), Cl (hydrogen chloride), [BH4-].[Na+] (sodium borohydride). Solvent: O1CCOCC1 (1,4-dioxan), O1CCOCC1 (1,4-dioxan). Run at time 3 hour. Yields the product C(C1=CC=CC=C1)OC(=O)N1C(C(CC1)NC(C(F)(F)F)=O)OCC (2-Ethoxy-3-(2,2,2-trifluoro-acetylamino)-pyrrolidine-1-carboxylic acid benzyl ester). RXN SMILES: [CH2:1]([O:8][C:9]([N:11]1[CH2:15][CH2:14][CH:13]([NH:16][C:17](=[O:22])[C:18]([F:21])([F:20])[F:19])[C:12]1=[O:23])=[O:10])[C:2]1[CH:7]=[CH:6][CH:5]=[CH:4][CH:3]=1.[BH4-].[Na+].Cl.S(=O)(=O)(O)O.C(=O)(O)[O-].[Na+].[CH2:37](O)[CH3:38]>O1CCOCC1>[CH2:1]([O:8][C:9]([N:11]1[CH2:15][CH2:14][CH:13]([NH:16][C:17](=[O:22])[C:18]([F:21])([F:19])[F:20])[CH:12]1[O:23][CH2:37][CH3:38])=[O:10])[C:2]1[CH:3]=[CH:4][CH:5]=[CH:6][CH:7]=1 |f:1.2,5.6|. Procedure: To Intermediate 4 (34 g) in ethanol (1070 ml) at −5° C. was added sodium borohydride (9.86 g). A solution of 4M hydrogen chloride in 1,4-dioxan (20 ml) was then added dropwise. Periodically further portions of 4M hydrogen chloride in 1,4-dioxan (2×5 ml, 1×10 ml) and sodium borohydride (2 g) were added. After 3 h, concentrated sulphuric acid (11 ml) was added and the mixture warmed to room temperature for 2 h. Saturated aqueous sodium bicarbonate (300 ml) was then added and the ethanol and dioxan... Reactants: C[C@H]1CC[C@H](CC1)NC(C=CC1=CC(=C(C=C1)OCCN(C)C)OC)=O (N-(cis-4-methylcyclohexyl)-4-(2-dimethylaminoethoxy)-3-methoxycinnamamide), [H][H] (hydrogen). The reagents and catalysts are [C].[Pd] (palladium-carbon). The solvent is CO (methanol). The product is C[C@H]1CC[C@H](CC1)NC(CCC1=CC(=C(C=C1)OCCN(C)C)OC)=O (N-(cis-4-methylcyclohexyl)-3-[4-(2-dimethylaminoethoxy)-3-methoxyphenyl]propionamide). The yield is 92.5%. Reaction SMILES: [CH3:1][C@@H:2]1[CH2:7][CH2:6][C@H:5]([NH:8][C:9](=[O:26])[CH:10]=[CH:11][C:12]2[CH:17]=[CH:16][C:15]([O:18][CH2:19][CH2:20][N:21]([CH3:23])[CH3:22])=[C:14]([O:24][CH3:25])[CH:13]=2)[CH2:4][CH2:3]1.[H][H]>CO.[C].[Pd]>[CH3:1][C@@H:2]1[CH2:3][CH2:4][C@H:5]([NH:8][C:9](=[O:26])[CH2:10][CH2:11][C:12]2[CH:17]=[CH:16][C:15]([O:18][CH2:19][CH2:20][N:21]([CH3:22])[CH3:23])=[C:14]([O:24][CH3:25])[CH:13]=2)[CH2:6][CH2:7]1 |f:3.4|. Reported procedure: 0.05 g of 10% palladium-carbon was added to a solution of 1 g of N-(cis-4-methylcyclohexyl)-4-(2-dimethylaminoethoxy)-3-methoxycinnamamide (Example 107) in 50 ml of methanol. The solution was vigorously stirred for 16 hours under normal-pressure hydrogen gas. After reaction, the catalyst was filtered out, and the solvent was removed in vacuo from the filtrate. The product obtained was recrystallized from methylene chloride/ether, yielding 0.93 g of N-(cis-4-methylcyclohexyl)-3-[4-(2-dimethylamin...